This data is from the Open Reaction Database (ORD), a public repository of structured organic reaction records. The task is: describe an organic reaction: reactants, conditions, products, and yield Reactants: CCOc1ccc(CC(C(=O)OC)C(=O)OC)cc1CO, O=C=Nc1ccccc1. The product is CCOc1ccc(CC(C(=O)OC)C(=O)OC)cc1COC(=O)Nc1ccccc1. RXN SMILES: [CH2:1]([CH3:2])[O:3][c:4]1[c:5]([CH2:20][OH:21])[cH:6][c:7]([CH2:8][CH:9]([C:10](=[O:11])[O:12][CH3:13])[C:14](=[O:15])[O:16][CH3:17])[cH:18][cH:19]1.[c:22]1([N:28]=[C:29]=[O:30])[cH:23][cH:24][cH:25][cH:26][cH:27]1>>[CH2:1]([CH3:2])[O:3][c:4]1[c:5]([CH2:20][O:21][C:29]([NH:28][c:22]2[cH:23][cH:24][cH:25][cH:26][cH:27]2)=[O:30])[cH:6][c:7]([CH2:8][CH:9]([C:10](=[O:11])[O:12][CH3:13])[C:14](=[O:15])[O:16][CH3:17])[cH:18][cH:19]1. Starting materials: C1CCOC1, C[Si](C)(C)[N-][Si](C)(C)C, O=C(Cl)c1ccc(F)cc1, CN1CC=C(c2c[nH]c3c(F)cc(F)cc23)CC1, [Na+]. Yields the product CN1CC=C(c2cn(C(=O)c3ccc(F)cc3)c3c(F)cc(F)cc23)CC1. RXN SMILES: [CH2:39]1[O:40][CH2:41][CH2:42][CH2:43]1.[CH3:30][Si:31]([N-:32][Si:33]([CH3:34])([CH3:35])[CH3:36])([CH3:37])[CH3:38].[F:19][c:20]1[cH:21][cH:22][c:23]([C:24](=[O:25])[Cl:26])[cH:27][cH:28]1.[F:1][c:2]1[cH:3][c:4]2[c:5]([C:12]3=[CH:17][CH2:16][N:15]([CH3:18])[CH2:14][CH2:13]3)[cH:6][nH:7][c:8]2[c:9]([F:11])[cH:10]1.[Na+:29]>>[F:1][c:2]1[cH:3][c:4]2[c:5]([C:12]3=[CH:17][CH2:16][N:15]([CH3:18])[CH2:14][CH2:13]3)[cH:6][n:7]([C:24]([c:23]3[cH:22][cH:21][c:20]([F:19])[cH:28][cH:27]3)=[O:25])[c:8]2[c:9]([F:11])[cH:10]1. Starting materials: [H-].[Na+] (NaH), N1(CCOCC1)CCO (2-morpholin-4-yl-ethanol), BrC=1C=NC=C(C1)CCl (3-bromo-5-chloromethyl-pyridine). The solvent is CN(C)C=O (DMF). Reaction conditions: temperature 0 celsius, time 30 minute. The product is BrC=1C=C(C=NC1)COCCN1CCOCC1 (4-[2-[(5-bromo-3-pyridyl)methoxy]ethyl]morpholine). The yield is 50.8%. Reaction SMILES: [H-].[Na+].[N:3]1([CH2:9][CH2:10][OH:11])[CH2:8][CH2:7][O:6][CH2:5][CH2:4]1.[Br:12][C:13]1[CH:14]=[N:15][CH:16]=[C:17]([CH2:19]Cl)[CH:18]=1>CN(C=O)C>[Br:12][C:13]1[CH:18]=[C:17]([CH2:19][O:11][CH2:10][CH2:9][N:3]2[CH2:8][CH2:7][O:6][CH2:5][CH2:4]2)[CH:16]=[N:15][CH:14]=1 |f:0.1|. Procedure: To the NaH (484 mg, 60% in mineral oil, 12.1 mmol) in DMF (dry, 1 mL) at 0° C., is slowly added 2-morpholin-4-yl-ethanol (1.47 ml, 12.1 mmol). Then the mixture is stirred at 0° C. for 30 min. 3-bromo-5-chloromethyl-pyridine (500 mg, 2.42 mmol) is added at 0° C. The mixture is then stirred at room temperature overnight and is quenched by adding water dropwise. The mixture is partitioned between DCM and water. The DCM phase is separated and then washed with water twice. The DCM phase is evaporated...